From a dataset of the Open Reaction Database (ORD), a public repository of structured organic reaction records. describe an organic reaction: reactants, conditions, products, and yield The reactants are C(C)(C)(C)OC(N(C)CCNC=1C=CC=2N(N1)C(=CN2)Br)=O ([2-(3-bromo-imidazo[1,2-b]pyridazin-6-ylamino)-ethyl]-methyl-carbamic acid tert-butyl ester), C(N)(=O)C1=CC=C(C=C1)B(O)O ((4-carbamoylphenyl)boronic acid), O.[O-]P(=O)([O-])[O-].[K+].[K+].[K+] (potassium phosphate tribasic monohydrate), ClCCl (dichloromethane). The reagents and catalysts are C1=CC=C(C=C1)P([C-]2C=CC=C2)C3=CC=CC=C3.C1=CC=C(C=C1)P([C-]2C=CC=C2)C3=CC=CC=C3.Cl[Pd]Cl.[Fe+2] ([1,1′-bis(diphenylphosphino)ferrocene]dichloropalladium(II)). The solvent is C(C)(=O)OCC.CCCCCCC (ethyl acetate heptane), O (water), COCCOC (1,2-dimethoxyethane). Yields the product C(C)(C)(C)OC(N(C)CCNC=1C=CC=2N(N1)C(=CN2)C2=CC=C(C=C2)C(N)=O)=O ({2-[3-(4-Carbamoyl-phenyl)-imidazo[1,2-b]pyridazin-6-ylamino]-ethyl}-methyl-carbamic acid tert-butyl ester). As a reaction SMILES: [C:1]([O:5][C:6](=[O:22])[N:7]([CH2:9][CH2:10][NH:11][C:12]1[CH:13]=[CH:14][C:15]2[N:16]([C:18](Br)=[CH:19][N:20]=2)[N:17]=1)[CH3:8])([CH3:4])([CH3:3])[CH3:2].[C:23]([C:26]1[CH:31]=[CH:30][C:29](B(O)O)=[CH:28][CH:27]=1)(=[O:25])[NH2:24].O.[O-]P([O-])([O-])=O.[K+].[K+].[K+].ClCCl>O.COCCOC.C1C=CC(P(C2C=CC=CC=2)[C-]2C=CC=C2)=CC=1.C1C=CC(P(C2C=CC=CC=2)[C-]2C=CC=C2)=CC=1.Cl[Pd]Cl.[Fe+2].C(OCC)(=O)C.CCCCCCC>[C:1]([O:5][C:6](=[O:22])[N:7]([CH2:9][CH2:10][NH:11][C:12]1[CH:13]=[CH:14][C:15]2[N:16]([C:18]([C:29]3[CH:30]=[CH:31][C:26]([C:23](=[O:25])[NH2:24])=[CH:27][CH:28]=3)=[CH:19][N:20]=2)[N:17]=1)[CH3:8])([CH3:4])([CH3:3])[CH3:2] |f:2.3.4.5.6,10.11.12.13,14.15|. Procedure details: {2-[3-(4-Carbamoyl-phenyl)-imidazo[1,2-b]pyridazin-6-ylamino]-ethyl}-methyl-carbamic acid tert-butyl ester was prepared similarly to the procedure for example 5.6.60 from [2-(3-bromo-imidazo[1,2-b]pyridazin-6-ylamino)-ethyl]-methyl-carbamic acid tert-butyl ester (367.4 mg, 1.0 mmol), (4-carbamoylphenyl)boronic acid [123088-59-5] (196.7 mg, 1.2 mmol), potassium phosphate tribasic monohydrate [27176-10-9] (418.4 mg, 1.8 mmol), and [1,1′-bis(diphenylphosphino)ferrocene]dichloropalladium(II), comple... The reactants are COC=1C=C(C=C(C1)OC)N1C(NC2=NC(=NC=C2C1)S(=O)C)=O (3-(3,5-dimethoxy-phenyl)-7-methanesulfinyl-3,4-dihydro-pyrimido[4,5-d]pyrimidin-2(1H)-one), C(C)N(CC)CCCCN (diethylaminobutylamine), C(C)N(CC)CCCCN (diethylaminobutylamine), C12(C(=O)CC(CC1)C2(C)C)CS(=O)(=O)O (camphorsulfonic acid). Run in O1CCOCC1 (dioxane). Conditions: temperature 60 celsius, time 8 hour. Product: C(C)N(CCCCNC1=NC=C2C(=N1)NC(N(C2)C2=CC(=CC(=C2)OC)OC)=O)CC (7-(4-Diethylamino-butylamino)-3-(3,5-dimethoxy-phenyl)-3,4-dihydro-pyrimido[4,5-d]pyrimidin-2(1H)-one). The yield is 62.1%. Reaction SMILES: [CH3:1][O:2][C:3]1[CH:4]=[C:5]([N:11]2[CH2:20][C:19]3[C:14](=[N:15][C:16](S(C)=O)=[N:17][CH:18]=3)[NH:13][C:12]2=[O:24])[CH:6]=[C:7]([O:9][CH3:10])[CH:8]=1.[CH2:25]([N:27]([CH2:30][CH2:31][CH2:32][CH2:33][NH2:34])[CH2:28][CH3:29])[CH3:26].C12(CS(O)(=O)=O)C(C)(C)C(CC1)CC2=O>O1CCOCC1>[CH2:25]([N:27]([CH2:28][CH3:29])[CH2:30][CH2:31][CH2:32][CH2:33][NH:34][C:16]1[N:15]=[C:14]2[NH:13][C:12](=[O:24])[N:11]([C:5]3[CH:4]=[C:3]([O:2][CH3:1])[CH:8]=[C:7]([O:9][CH3:10])[CH:6]=3)[CH2:20][C:19]2=[CH:18][N:17]=1)[CH3:26]. Procedure: A suspension of 0.2261 g (0.65 mmol) of 3-(3,5-dimethoxy-phenyl)-7-methanesulfinyl-3,4-dihydro-pyrimido[4,5-d]pyrimidin-2(1H)-one and 0.103 g (0.71 mmol) of diethylaminobutylamine in 10 mL of dry dioxane was warmed to 60° C. and stirred overnight. To the reaction mixture was added 0.306 g (2.13 mmol) of diethylaminobutylamine and 0.1658 g (0.71 mmol) of camphorsulfonic acid. The reaction mixture was stirred for another 18 hours at 60° C. The reaction solution was concentrated in vacuo, and the r... Yields the product CC(=O)C1=C(C)Nc2ccnc(OS(=O)(=O)c3cccs3)c2C1c1cccc2c(=O)cc(C)oc12. Reactants: CC(=O)C1=C(C)Nc2cc[nH]c(=O)c2C1c1cccc2c(=O)cc(C)oc12, O=S(=O)(Cl)c1cccs1. Reaction SMILES: [C:1]([CH3:2])(=[O:3])[C:4]1=[C:5]([CH3:27])[NH:6][c:7]2[cH:8][cH:9][nH:10][c:11](=[O:26])[c:12]2[CH:13]1[c:14]1[cH:15][cH:16][cH:17][c:18]2[c:19](=[O:25])[cH:20][c:21]([CH3:24])[o:22][c:23]12.[s:28]1[c:29]([S:33](=[O:34])(=[O:35])[Cl:36])[cH:30][cH:31][cH:32]1>>[C:1]([CH3:2])(=[O:3])[C:4]1=[C:5]([CH3:27])[NH:6][c:7]2[cH:8][cH:9][n:10][c:11]([O:26][S:33]([c:29]3[s:28][cH:32][cH:31][cH:30]3)(=[O:34])=[O:35])[c:12]2[CH:13]1[c:14]1[cH:15][cH:16][cH:17][c:18]2[c:19](=[O:25])[cH:20][c:21]([CH3:24])[o:22][c:23]12. Starting materials: C(C)(=O)Cl (Acetyl chloride), CC1=CC=CC(=C1OCC(C)N)C.Cl (mexiletine hydrochloride), C(C)(=O)OCC (ethyl acetate), [OH-].[Na+] (sodium hydroxide). Run in O (water). Reaction conditions: temperature 17.5 celsius, time 45 minute. Product: CC1=C(OCC(C)NC(C)=O)C(=CC=C1)C (N-[2-(2,6-dimethylphenoxy)-1-methylethyl]-acetamide). Yield: 96.0%. As a reaction SMILES: [C:1](Cl)(=[O:3])[CH3:2].[CH3:5][C:6]1[C:11]([O:12][CH2:13][CH:14]([NH2:16])[CH3:15])=[C:10]([CH3:17])[CH:9]=[CH:8][CH:7]=1.Cl.C(OCC)(=O)C.[OH-].[Na+]>O>[CH3:5][C:6]1[CH:7]=[CH:8][CH:9]=[C:10]([CH3:17])[C:11]=1[O:12][CH2:13][CH:14]([NH:16][C:1](=[O:3])[CH3:2])[CH3:15] |f:1.2,4.5|. Reported procedure: Acetyl chloride (99 ml, 1.39 mol, 1.5 eq) was added to a stirred suspension of mexiletine hydrochloride (200 g, 0.927 mol), ethyl acetate (750 ml), and 5N sodium hydroxide (750 ml) over a period of 35 minutes while keeping the temperature at ≤10° C. After the addition was complete, the reaction was allowed to stir for 45 minutes at 15-20° C. The mixture was then added to water (1 1) and the ethyl acetate layer separated. The aqueous layer was washed with ethyl acetate (2×300 ml) and the combined... The product is FC(C=1C=CC=C2C(=CC=NC12)OC(NC1=CC=C(C=C1)S(NC=1SC=CN1)(=O)=O)=O)(F)F ([4-(Thiazol-2-ylsulfamoyl)-phenyl]-carbamic acid 8-trifluoromethyl-quinolin-4-yl ester). Reported procedure: To a solution of 8-trifluoromethyl-quinolin-4-ol (107 mg, 0.50 mmol) in THF (5 mL) was added 4-isocyanatobenzene-sulfonyl chloride (109 mg, 0.50 mmol) at RT. The resulting mixture was stirred at ambient temperature for 1 h. Then, a solution of 2-aminothiazole (50 mg, 0.50 mmol) in pyridine (5 mL) was added and stirring was continued for 65 h. The solvents were evaporated under a stream of nitrogen, the residue was dissolved in DMSO (2 mL) and purified by preparative LC/MS (gradient of 5-95% CH3C... The reactants are FC(C=1C=CC=C2C(=CC=NC12)O)(F)F (8-trifluoromethyl-quinolin-4-ol), N(=C=O)C1=CC=C(C=C1)S(=O)(=O)Cl (4-isocyanatobenzene-sulfonyl chloride), NC=1SC=CN1 (2-aminothiazole). Solvent: C1CCOC1 (THF), N1=CC=CC=C1 (pyridine). Conditions: time 1 hour. As a reaction SMILES: [F:1][C:2]([F:15])([F:14])[C:3]1[CH:4]=[CH:5][CH:6]=[C:7]2[C:12]=1[N:11]=[CH:10][CH:9]=[C:8]2[OH:13].[N:16]([C:19]1[CH:24]=[CH:23][C:22]([S:25](Cl)(=[O:27])=[O:26])=[CH:21][CH:20]=1)=[C:17]=[O:18].[NH2:29][C:30]1[S:31][CH:32]=[CH:33][N:34]=1>C1COCC1.N1C=CC=CC=1>[F:15][C:2]([F:1])([F:14])[C:3]1[CH:4]=[CH:5][CH:6]=[C:7]2[C:12]=1[N:11]=[CH:10][CH:9]=[C:8]2[O:13][C:17](=[O:18])[NH:16][C:19]1[CH:24]=[CH:23][C:22]([S:25](=[O:27])(=[O:26])[NH:29][C:30]2[S:31][CH:32]=[CH:33][N:34]=2)=[CH:21][CH:20]=1. Reactants: COC(=O)c1ccc(OC)c2oc(CBr)cc12, CS(C)=O, [Na+], [Na+], O=C([O-])[O-], O. The product is COC(=O)c1ccc(OC)c2oc(C=O)cc12. As a reaction SMILES: [CH3:1][O:2][C:3](=[O:4])[c:5]1[cH:6][cH:7][c:8]([O:16][CH3:17])[c:9]2[o:10][c:11]([CH2:14][Br:15])[cH:12][c:13]12.[CH3:24][S:25](=[O:26])[CH3:27].[Na+:18].[Na+:19].[O-:20][C:21](=[O:22])[O-:23].[OH2:28]>>[CH3:1][O:2][C:3](=[O:4])[c:5]1[cH:6][cH:7][c:8]([O:16][CH3:17])[c:9]2[o:10][c:11]([CH:14]=[O:20])[cH:12][c:13]12.